Dataset: the Open Reaction Database (ORD), a public repository of structured organic reaction records. Task: describe an organic reaction: reactants, conditions, products, and yield The reactants are C(C)[O+](CC)CC.F[B-](F)(F)F (triethyloxonium tetrafluoroborate), N1C(NCC1)=CC(=O)C1=CC=CC=C1 (2-(2-imidazolidinylidene)-acetophenone). Solvent: C(Cl)Cl (methylene chloride). Run at time 16 hour. The product is C(C)OC(=CC=1NCCN1)C1=CC=CC=C1.F[B-](F)(F)F (2-(2-ethoxy-2-phenyl-ethenyl)-2-imidazoline tetrafluoroborate). As a reaction SMILES: [CH2:1]([O+](CC)CC)[CH3:2].[F:8][B-:9]([F:12])([F:11])[F:10].[NH:13]1[CH2:17][CH2:16][NH:15][C:14]1=[CH:18][C:19]([C:21]1[CH:26]=[CH:25][CH:24]=[CH:23][CH:22]=1)=[O:20]>C(Cl)Cl>[CH2:1]([O:20][C:19]([C:21]1[CH:26]=[CH:25][CH:24]=[CH:23][CH:22]=1)=[CH:18][C:14]1[NH:13][CH2:17][CH2:16][N:15]=1)[CH3:2].[F:8][B-:9]([F:12])([F:11])[F:10] |f:0.1,4.5|. Reported procedure: 20 g (0.105 mole) of triethyloxonium-tetrafluoroborate is dissolved in 200 ml of methylene chloride. To the solution is added 18.8 g (0.1 mole) of crystalline 2-(2-imidazolidinylidene)-acetophenone [m.p. 211°-212°, see J. Klosa, Arch.Pharmaz. 286, 397 (1953)]. After the slightly exothermic reaction has subsided, the reaction mixture, a clear yellow solution, is stirred for 16 hours at room temperature; it is subsequently concentrated to dryness in the rotary evaporator; and the crystallising res...